Dataset: the Open Reaction Database (ORD), a public repository of structured organic reaction records. Task: describe an organic reaction: reactants, conditions, products, and yield Starting materials: CC(Cl)c1cccnc1, OC%10=CN=C(C%11CC%11)N=C%10. Reagents/catalysts: O=C([O-])[O-].[Cs+].[Cs+] (cesium carbonate), [I-].[K+] (potassium iodide). Run in CN(C)C=O (DMF), CN(C)C=O (dmf), CN(C)C=O (DMF). Reaction conditions: temperature 70 celsius, time 16 hour. Yields the product CC(C%14=CC=CN=C%14)OC%15=CN=C(C%16CC%16)N=C%15. Yields the product O=C(Nc1nc2c(C(=O)O)cccc2n1Cc1ccccc1)c1cc2ccccc2cn1. As a reaction SMILES: [CH2:38]1[O:39][CH2:40][CH2:41][CH2:42]1.[CH3:1][O:2][C:3](=[O:4])[c:5]1[cH:6][cH:7][cH:8][c:9]2[n:10]([CH2:27][c:28]3[cH:29][cH:30][cH:31][cH:32][cH:33]3)[c:11]([NH:14][C:15](=[O:16])[c:17]3[n:18][cH:19][c:20]4[cH:21][cH:22][cH:23][cH:24][c:25]4[cH:26]3)[n:12][c:13]12.[CH3:34][OH:35].[Li+:37].[OH-:36]>>[O:2]=[C:3]([OH:4])[c:5]1[cH:6][cH:7][cH:8][c:9]2[n:10]([CH2:27][c:28]3[cH:29][cH:30][cH:31][cH:32][cH:33]3)[c:11]([NH:14][C:15](=[O:16])[c:17]3[n:18][cH:19][c:20]4[cH:21][cH:22][cH:23][cH:24][c:25]4[cH:26]3)[n:12][c:13]12. The reactants are C1CCOC1, COC(=O)c1cccc2c1nc(NC(=O)c1cc3ccccc3cn1)n2Cc1ccccc1, CO, [Li+], [OH-]. Starting materials: C(C)(C)OC=1C(C(C1[Sn](CCCC)(CCCC)CCCC)=O)=O (3-isopropoxy-4-tributylstannyl-cyclobut-3-ene-1,2-dione), cuprous iodide, BrC1=C(C=CC=C1)I (1-bromo-2-iodobenzene), CN(C=O)C (dimethylformamide). The reagents and catalysts are C=1C=CC(=CC1)[P](C=2C=CC=CC2)(C=3C=CC=CC3)[Pd]([P](C=4C=CC=CC4)(C=5C=CC=CC5)C=6C=CC=CC6)([P](C=7C=CC=CC7)(C=8C=CC=CC8)C=9C=CC=CC9)[P](C=1C=CC=CC1)(C=1C=CC=CC1)C=1C=CC=CC1 (tetrakis(triphenylphosphine)palladium(0)). Run in C(C)OCC (Diethyl ether). Run at time 2.5 hour. Product: BrC1=C(C=CC=C1)C=1C(C(C1OC(C)C)=O)=O (3-(2-bromophenyl)-4-isopropoxycyclobut-3-ene-1,2-dione). Reaction SMILES: [CH:1]([O:4][C:5]1[C:6](=[O:23])[C:7](=[O:22])[C:8]=1[Sn](CCCC)(CCCC)CCCC)([CH3:3])[CH3:2].[Br:24][C:25]1[CH:30]=[CH:29][CH:28]=[CH:27][C:26]=1I.CN(C)C=O>C1C=CC([P]([Pd]([P](C2C=CC=CC=2)(C2C=CC=CC=2)C2C=CC=CC=2)([P](C2C=CC=CC=2)(C2C=CC=CC=2)C2C=CC=CC=2)[P](C2C=CC=CC=2)(C2C=CC=CC=2)C2C=CC=CC=2)(C2C=CC=CC=2)C2C=CC=CC=2)=CC=1.C(OCC)C>[Br:24][C:25]1[CH:30]=[CH:29][CH:28]=[CH:27][C:26]=1[C:8]1[C:7](=[O:22])[C:6](=[O:23])[C:5]=1[O:4][CH:1]([CH3:2])[CH3:3] |^1:40,42,61,80|. Procedure details: A mixture of 3-isopropoxy-4-tributylstannyl-cyclobut-3-ene-1,2-dione (4.68 g; preparable as described in Liebeskind and Fengl, Journal of Organic Chemistry (1990), Vol.55, pp 5359/5364), 1-bromo-2-iodobenzene (3.54 g), dry dimethylformamide (15 ml), tetrakis(triphenylphosphine)palladium(0) (0.606 g) and cuprous iodide (0.196 g) was stirred under a nitrogen atmosphere at ambient temperature for approximately 2.5 hours then kept at ambient temperature for 3 days. Diethyl ether (225 ml) was added, ... Reactants: [Cl-].ClC=[N+](C)C (N-chloromethylene-N,N-dimethyl ammonium chloride), C(C)O (Ethanol), C(C)(C)C=1C=CC(=C(C1)N1CC2=C(N=C(N=C2OC)C2=C3C(=CN(C3=CC=C2)S(=O)(=O)C2=CC=C(C)C=C2)C)CC1)C (6-(5-isopropyl-2-methylphenyl)-4-methoxy-2-(3-methyl-1-tosyl-1H-indol-4-yl)-5,6,7,8-tetrahydropyrido[4,3-d]pyrimidine), Cl (HCl). Solvent: C([O-])(O)=O.[Na+] (sodium bicarbonate), ClCCl (dichloromethane), C([O-])(O)=O.[Na+] (sodium bicarbonate), ClCCl (dichloromethane). Run at temperature 68 celsius, time 25 minute. Yields the product ClC=1C2=C(N=C(N1)C1=C3C(=CN(C3=CC=C1)S(=O)(=O)C1=CC=C(C)C=C1)C)CCN(C2)C2=C(C=CC(=C2)C(C)C)C (4-chloro-6-(5-isopropyl-2-methylphenyl)-2-(3-methyl-1-tosyl-1H-indol-4-yl)-5,6,7,8-tetrahydropyrido[4,3-d]pyrimidine). As a reaction SMILES: C(O)C.[CH:4]([C:7]1[CH:8]=[CH:9][C:10]([CH3:45])=[C:11]([N:13]2[CH2:44][CH2:43][C:16]3[N:17]=[C:18]([C:23]4[CH:31]=[CH:30][CH:29]=[C:28]5[C:24]=4[C:25]([CH3:42])=[CH:26][N:27]5[S:32]([C:35]4[CH:41]=[CH:40][C:38]([CH3:39])=[CH:37][CH:36]=4)(=[O:34])=[O:33])[N:19]=[C:20](OC)[C:15]=3[CH2:14]2)[CH:12]=1)([CH3:6])[CH3:5].Cl.[Cl-].[Cl:48]C=[N+](C)C>ClCCl.C(=O)(O)[O-].[Na+]>[Cl:48][C:20]1[C:15]2[CH2:14][N:13]([C:11]3[CH:12]=[C:7]([CH:4]([CH3:6])[CH3:5])[CH:8]=[CH:9][C:10]=3[CH3:45])[CH2:44][CH2:43][C:16]=2[N:17]=[C:18]([C:23]2[CH:31]=[CH:30][CH:29]=[C:28]3[C:24]=2[C:25]([CH3:42])=[CH:26][N:27]3[S:32]([C:35]2[CH:41]=[CH:40][C:38]([CH3:39])=[CH:37][CH:36]=2)(=[O:33])=[O:34])[N:19]=1 |f:3.4,6.7|. Procedure: Ethanol (4 mL) was added to 6-(5-isopropyl-2-methylphenyl)-4-methoxy-2-(3-methyl-1-tosyl-1H-indol-4-yl)-5,6,7,8-tetrahydropyrido[4,3-d]pyrimidine (0.92 g, 1.58 mmol) and then 12 N aqueous HCl (2 mL, 24 mmol) was added and the mixture was heated to 68° C. for ca. 15 hours. The reaction was then cooled to room temperature, diluted with dichloromethane, and neutralized via the slow addition of saturated aqueous sodium bicarbonate. The resulting layers were separated and the aqueous layer was extrac... Reactants: O=C([O-])[O-], CSc1cccc(O)c1, COC(=O)c1cccnc1Cl, CN1CCCC1=O, CCOC(C)=O, [Cs+], [Cs+], I[Cu]I, O, Cc1ccccc1. The product is COC(=O)c1cccnc1Oc1cccc(SC)c1. RXN SMILES: [C:12](=[O:13])([O-:14])[O-:15].[CH3:18][S:19][c:20]1[cH:21][c:22]([OH:26])[cH:23][cH:24][cH:25]1.[CH3:1][O:2][C:3]([c:4]1[c:5]([Cl:10])[n:6][cH:7][cH:8][cH:9]1)=[O:11].[CH3:27][N:28]1[CH2:29][CH2:30][CH2:31][C:32]1=[O:33].[CH3:42][CH2:43][O:44][C:45](=[O:46])[CH3:47].[Cs+:16].[Cs+:17].[Cu:48]([I:49])[I:50].[OH2:41].[c:34]1([CH3:35])[cH:36][cH:37][cH:38][cH:39][cH:40]1>>[CH3:1][O:2][C:3]([c:4]1[c:5]([O:26][c:22]2[cH:21][c:20]([S:19][CH3:18])[cH:25][cH:24][cH:23]2)[n:6][cH:7][cH:8][cH:9]1)=[O:11].